From a dataset of the Open Reaction Database (ORD), a public repository of structured organic reaction records. describe an organic reaction: reactants, conditions, products, and yield Starting materials: O=C([O-])O, OCCO, Cc1ccccc1, O=Cc1ccsc1[N+](=O)[O-], [Na+], O, Cc1ccc(S(=O)(=O)O)cc1. The product is O=[N+]([O-])c1sccc1C1OCCO1. As a reaction SMILES: [C:27](=[O:28])([OH:29])[O-:30].[CH2:11]([CH2:12][OH:13])[OH:14].[CH3:32][c:33]1[cH:34][cH:35][cH:36][cH:37][cH:38]1.[N+:1](=[O:2])([O-:3])[c:4]1[s:5][cH:6][cH:7][c:8]1[CH:9]=[O:10].[Na+:31].[OH2:15].[c:16]1([CH3:17])[cH:18][cH:19][c:20]([S:21]([OH:22])(=[O:23])=[O:24])[cH:25][cH:26]1>>[N+:1](=[O:2])([O-:3])[c:4]1[s:5][cH:6][cH:7][c:8]1[CH:9]1[O:10][CH2:11][CH2:12][O:13]1.